Dataset: the Open Reaction Database (ORD), a public repository of structured organic reaction records. Task: describe an organic reaction: reactants, conditions, products, and yield Reactants: BrC1=CC(=C(C=C1)[C@H](C(F)(F)F)O)N1N=C(C=C1)C ((R)-1-(4-bromo-2-(3-methyl-1H-pyrazol-1-yl)phenyl)-2,2,2-trifluoroethanol), BrC1=CC(=C(C=C1)[C@H](C(F)(F)F)O)N1N=C(C=C1)C ((R)-1-(4-bromo-2-(3-methyl-1H-pyrazol-1-yl)phenyl)-2,2,2-trifluoroethanol), ClC1=NC(=NC(=C1)Cl)C (4,6-dichloro-2-methylpyrimidine), C(=O)([O-])[O-].[Cs+].[Cs+] (Cs2CO3). Run in O1CCOCC1 (dioxane). Conditions: temperature 80 celsius. Product: BrC1=CC(=C(C=C1)[C@H](C(F)(F)F)OC1=NC(=NC(=C1)Cl)C)N1N=C(C=C1)C ((R)-4-(1-(4-bromo-2-(3-methyl-1H-pyrazol-1-yl)phenyl)-2,2,2-trifluoroethoxy)-6-chloro-2-methylpyrimidine). Reaction SMILES: [Br:1][C:2]1[CH:7]=[CH:6][C:5]([C@@H:8]([OH:13])[C:9]([F:12])([F:11])[F:10])=[C:4]([N:14]2[CH:18]=[CH:17][C:16]([CH3:19])=[N:15]2)[CH:3]=1.[Cl:20][C:21]1[CH:26]=[C:25](Cl)[N:24]=[C:23]([CH3:28])[N:22]=1.C([O-])([O-])=O.[Cs+].[Cs+]>O1CCOCC1>[Br:1][C:2]1[CH:7]=[CH:6][C:5]([C@@H:8]([O:13][C:25]2[CH:26]=[C:21]([Cl:20])[N:22]=[C:23]([CH3:28])[N:24]=2)[C:9]([F:12])([F:11])[F:10])=[C:4]([N:14]2[CH:18]=[CH:17][C:16]([CH3:19])=[N:15]2)[CH:3]=1 |f:2.3.4|. Procedure: To a solution of 1(R)-1-[4-bromo-2-(3-methyl-1H-pyrazol-1-yl)phenyl]-2,2,2-trifluoroethanol (15.7 g, 46.3 mmol, Intermediate 1) in dioxane (200 mL) was added 4,6-dichloro-2-methylpyrimidine (30.6 g, 51 mmol) and Cs2CO3 (61.2 g, 187 mmol). The reaction mixture was heated to 80° C. for 30 h, then cooled to RT, and filtered. The residue was concentrated in vacuo and purified by normal phase column chromatography on silica gel (CH2Cl2/heptane) to provide (R)-4-(1-(4-bromo-2-(3-methyl-1H-pyrazol-1-yl... Reactants: C(C)(=O)C=1C(=C2CC(NC2=CC1)=O)O (5-Acetyl-1,3-dihydro-4-hydroxy-2H-indol-2-one), N1=CC=CC=C1 (pyridine). Solvent: CN(C)C=O (DMF). The product is CC1=NOC2=C1C=CC1=C2CC(N1)=O (6,8-Dihydro-3-methyl-7H-pyrrolo[5,4-g]-1,2-benzisoxazol-7-one). Isolated yield 33.9%. Reaction SMILES: [C:1]([C:4]1[C:5]([OH:14])=[C:6]2[C:10](=[CH:11][CH:12]=1)[NH:9][C:8](=[O:13])[CH2:7]2)(=O)[CH3:2].[N:15]1C=CC=CC=1>CN(C=O)C>[CH3:2][C:1]1[C:4]2[CH:12]=[CH:11][C:10]3[NH:9][C:8](=[O:13])[CH2:7][C:6]=3[C:5]=2[O:14][N:15]=1. Procedure details: The procedure described in Example 33d was followed with the oxime acetate obtained in step c (0.334 g, 1.35 mmol) and pyridine (0.55 mL, 6.75 mmol) in DMF (25 mL). After work-up, the residue was purified by silica gel flash chromatography (50→75% EtOAc-hexanes) to give the title compound (0.086 g, 34%) as a white solid. Reactants: COC(CC1=CC=C(C=C1)Br)=O ((4-Bromo-phenyl)acetic acid methyl ester), C([O-])(O)=O.[Na+] (sodium bicarbonate), C(C)C(CC)(C1=CC(=C(C=C1)C#CC1(CCCC1)O[Si](C)(C)C)C)C1=CC(=C(C=C1)B1OC(C(O1)(C)C)(C)C)C (2-(4-{1-ethyl-1-[3-methyl-4-(1-trimethylsilanyloxy-cyclopentylethynyl)-phenyl]-propyl}-2-methyl-phenyl)-4,4,5,5-tetramethyl-[1,3,2]dioxaborolane), C1(CCCCC1)P(C1=C(C=CC=C1)C1=C(C=CC=C1OC)OC)C1CCCCC1 (2-dicyclohexylphosphino-2′,6′-dimethoxy-1,1′-biphenyl), P(=O)([O-])([O-])[O-].[K+].[K+].[K+] (potassium phosphate). The reagents and catalysts are C(C)(=O)[O-].[Pd+2].C(C)(=O)[O-] (palladium acetate). Solvent: O (water), C1(=CC=CC=C1)C (toluene). Reaction conditions: temperature 100 celsius, time 2.5 hour. Yields the product COC(CC1=CC=C(C=C1)C1=C(C=C(C=C1)C(CC)(C1=CC(=C(C=C1)C#CC1(CCCC1)O[Si](C)(C)C)C)CC)C)=O ((4′-{1-ethyl-1-[3-methyl-4-(1-trimethylsilanyloxy-cyclopentylethynyl)-phenyl]-propyl}-2′-methyl-biphenyl-4-yl)-acetic Acid Methyl Ester). Isolated yield 64.1%. As a reaction SMILES: [CH3:1][O:2][C:3](=[O:12])[CH2:4][C:5]1[CH:10]=[CH:9][C:8](Br)=[CH:7][CH:6]=1.C1(P(C2CCCCC2)C2C=CC=CC=2C2C(OC)=CC=CC=2OC)CCCCC1.P([O-])([O-])([O-])=O.[K+].[K+].[K+].[CH2:50]([C:52]([C:74]1[CH:79]=[CH:78][C:77](B2OC(C)(C)C(C)(C)O2)=[C:76]([CH3:89])[CH:75]=1)([C:55]1[CH:60]=[CH:59][C:58]([C:61]#[C:62][C:63]2([O:68][Si:69]([CH3:72])([CH3:71])[CH3:70])[CH2:67][CH2:66][CH2:65][CH2:64]2)=[C:57]([CH3:73])[CH:56]=1)[CH2:53][CH3:54])[CH3:51].C(=O)(O)[O-].[Na+]>C1(C)C=CC=CC=1.C([O-])(=O)C.[Pd+2].C([O-])(=O)C.O>[CH3:1][O:2][C:3](=[O:12])[CH2:4][C:5]1[CH:10]=[CH:9][C:8]([C:77]2[CH:78]=[CH:79][C:74]([C:52]([CH2:53][CH3:54])([C:55]3[CH:60]=[CH:59][C:58]([C:61]#[C:62][C:63]4([O:68][Si:69]([CH3:71])([CH3:72])[CH3:70])[CH2:67][CH2:66][CH2:65][CH2:64]4)=[C:57]([CH3:73])[CH:56]=3)[CH2:50][CH3:51])=[CH:75][C:76]=2[CH3:89])=[CH:7][CH:6]=1 |f:2.3.4.5,7.8,10.11.12|. Procedure: (4-Bromo-phenyl)acetic acid methyl ester (Tetrahedron Letters 44 (2003) 331-334; 34 mg, 0.147 mmol), palladium acetate (2.2 mg, 0.010 mmol), 2-dicyclohexylphosphino-2′,6′-dimethoxy-1,1′-biphenyl (8.2 mg, 0.020 mmol), potassium phosphate (62 mg, 0.294 mmol) and water (0.2 mL) were added to a solution of 2-(4-{1-ethyl-1-[3-methyl-4-(1-trimethylsilanyloxy-cyclopentylethynyl)-phenyl]-propyl}-2-methyl-phenyl)-4,4,5,5-tetramethyl-[1,3,2]dioxaborolane (Example 32-(4); 54.6 mg, 0.098 mmol) in toluene (2... Reactants: II (iodine), BrC=1C=C2C(C=3C(=CC=4C(C=5C=C(C=CC5C(C4C3)=O)Br)=O)C2=CC1)(C)C (2,8-dibromo-13,13-dimethyl-13H-indeno[1,2-b]anthracene-6,11-dione), I (HI), resultant solution, O (water). The solvent is C(C)(=O)O (acetic acid). Run at time 48 hour. The product is BrC=1C=C2C(C=3C(=CC=4C=C5C=C(C=CC5=CC4C3)Br)C2=CC1)(C)C (2,8-dibromo-13,13-dimethyl-13H-indeno[1,2-b]anthracene). Isolated yield 60.3%. RXN SMILES: [Br:1][C:2]1[CH:3]=[C:4]2[C:23](=[CH:24][CH:25]=1)[C:7]1=[CH:8][C:9]3[C:10](=O)[C:11]4[CH:12]=[C:13]([Br:21])[CH:14]=[CH:15][C:16]=4[C:17](=O)[C:18]=3[CH:19]=[C:6]1[C:5]2([CH3:27])[CH3:26].I.O.II>C(O)(=O)C>[Br:1][C:2]1[CH:3]=[C:4]2[C:23](=[CH:24][CH:25]=1)[C:7]1=[CH:8][C:9]3[CH:10]=[C:11]4[C:16](=[CH:17][C:18]=3[CH:19]=[C:6]1[C:5]2([CH3:27])[CH3:26])[CH:15]=[CH:14][C:13]([Br:21])=[CH:12]4. Procedure: 2,8-dibromo-13,13-dimethyl-13H-indeno[1,2-b]anthracene-6,11-dione (20 g, 0.04 mol) was dissolved in acetic acid (200 ml), and added with 57% HI (50 ml), followed by reflux-stirring for 48 hours. After the reaction was completed, the resultant solution was added with distilled water (500 ml). The produced solid was filtered and dissolved in toluene (200 ml) and iodine (4.05 g, 0.016 mol) was added thereto, followed by reflux-stirring for 3 hours. After the reaction was completed, through extracti... Reactants: C(#N)C1=CC=C(CBr)C=C1 (4-cyanobenzyl bromide), C(CC(O)(C(=O)O)CC(=O)O)(=O)O (citric acid), COC(=O)C1=C(C=NC=C1)Br (3-bromopyridin-4-carboxylic acid methyl ester), CCOC(=O)C (EtOAc). The reagents and catalysts are [Zn] (Zn), Cl[Ni]([P](C1=CC=CC=C1)(C2=CC=CC=C2)C3=CC=CC=C3)([P](C4=CC=CC=C4)(C5=CC=CC=C5)C6=CC=CC=C6)Cl (dichlorobis(triphenylphosphine)nickel). Solvent: C1CCOC1 (THF), C1CCOC1 (THF). Run at time 30 minute. The product is COC(=O)C1=C(C=NC=C1)CC1=CC=C(C=C1)C#N (3-(4-cyanobenzyl)pyridin-4-carboxylic acid methyl ester). Reaction SMILES: [C:1]([C:3]1[CH:10]=[CH:9][C:6]([CH2:7]Br)=[CH:5][CH:4]=1)#[N:2].[CH3:11][O:12][C:13]([C:15]1[CH:20]=[CH:19][N:18]=[CH:17][C:16]=1Br)=[O:14].CCOC(C)=O.C(O)(=O)CC(CC(O)=O)(C(O)=O)O>C1COCC1.[Zn].Cl[Ni](Cl)([P](C1C=CC=CC=1)(C1C=CC=CC=1)C1C=CC=CC=1)[P](C1C=CC=CC=1)(C1C=CC=CC=1)C1C=CC=CC=1>[CH3:11][O:12][C:13]([C:15]1[CH:20]=[CH:19][N:18]=[CH:17][C:16]=1[CH2:7][C:6]1[CH:9]=[CH:10][C:3]([C:1]#[N:2])=[CH:4][CH:5]=1)=[O:14] |^1:49,68|. Reported procedure: A solution of 4-cyanobenzyl bromide (625 mg, 3.27 mmol) in dry THF (4 mL) was added slowly over ~3 min. to a suspension of activated Zn (dust; 250 mg) in dry THF (2 mL) at 0° under an argon atmosphere. The ice-bath was removed and the slurry was stirred at room temperature for a further 30 min. Then 3-bromopyridin-4-carboxylic acid methyl ester (540 mg. 2.5 mmol) followed by dichlorobis(triphenylphosphine)nickel (II) (50 mg). The resultant reddish-brown mixture was stirred for 3 h at ~40°-45° C....